Dataset: the Open Reaction Database (ORD), a public repository of structured organic reaction records. Task: describe an organic reaction: reactants, conditions, products, and yield Starting materials: CC(=O)N1CCC(C(=O)c2ccc(N(C)C)cc2)CC1, CCO, Cl. The product is CC(=O)N1CCC(Cc2ccc(N(C)C)cc2)CC1. Reaction SMILES: [C:1]([CH3:2])(=[O:3])[N:4]1[CH2:5][CH2:6][CH:7]([C:10]([c:11]2[cH:12][cH:13][c:14]([N:17]([CH3:18])[CH3:19])[cH:15][cH:16]2)=[O:20])[CH2:8][CH2:9]1.[CH3:22][CH2:23][OH:24].[ClH:21]>>[C:1]([CH3:2])(=[O:3])[N:4]1[CH2:5][CH2:6][CH:7]([CH2:10][c:11]2[cH:12][cH:13][c:14]([N:17]([CH3:18])[CH3:19])[cH:15][cH:16]2)[CH2:8][CH2:9]1. The reactants are C1=CC=CC=2C3=CC=CC=C3C(C12)COC(=O)NCC(=O)NCC1CCN(CC1)CC1=CC=C(C=C1)SC (4-[[N-(9-fluorenylmethyloxycarbonyl)glycyl]aminomethyl]-1-(4-methylthiobenzyl)piperidine), N1CCCCC1 (piperidine). Solvent: CN(C)C=O (DMF). Yields the product NCC(=O)NCC1CCN(CC1)CC1=CC=C(C=C1)SC (4-[(glycylamino)methyl]-1-(4-methylthiobenzyl)piperidine). Reaction SMILES: C1C2C(COC([NH:18][CH2:19][C:20]([NH:22][CH2:23][CH:24]3[CH2:29][CH2:28][N:27]([CH2:30][C:31]4[CH:36]=[CH:35][C:34]([S:37][CH3:38])=[CH:33][CH:32]=4)[CH2:26][CH2:25]3)=[O:21])=O)C3C(=CC=CC=3)C=2C=CC=1.N1CCCCC1>CN(C=O)C>[NH2:18][CH2:19][C:20]([NH:22][CH2:23][CH:24]1[CH2:29][CH2:28][N:27]([CH2:30][C:31]2[CH:36]=[CH:35][C:34]([S:37][CH3:38])=[CH:33][CH:32]=2)[CH2:26][CH2:25]1)=[O:21]. Procedure details: A DMF (4 mL) solution of 4-[[N-(9-fluorenylmethyloxycarbonyl)glycyl]aminomethyl]-1-(4-methylthiobenzyl)piperidine (590 mg) and piperidine (1 mL) was stirred at 60° C. for 2 hours. After concentrating, the obtained crude product was purified by column chromatography (SiO2,triethylamine/methanol/dichloromethane=1:1:9) to thereby afford 4-[(glycylamino)methyl]-1-(4-methylthiobenzyl)piperidine (365 mg) as a white solid. 1H NMR (CDCl3, 270 MHz) δ 1.25 (dd, J=12 Hz, 4.1 Hz, 2H), 1.34 (dd, J=12 Hz, 4.1...